This data is from the Open Reaction Database (ORD), a public repository of structured organic reaction records. The task is: describe an organic reaction: reactants, conditions, products, and yield Starting materials: C1(C=2C(C(N1C1CN(C3=C(NC1=O)C=CC=C3)C)=O)=CC=CC2)=O (3-phthalimido-5-methyl-1,3,4,5-tetrahydro-1,5-benzodiazepin-2-one), O.NN (hydrazine hydrate). The solvent is C(C)O (ethanol). The product is NC1CN(C2=C(NC1=O)C=CC=C2)C (3-amino-5-methyl-1,3,4,5-tetrahydro-1,5-benzodiazepin-2-one). Reaction SMILES: C1(=O)[N:5]([CH:6]2[C:12](=[O:13])[NH:11][C:10]3[CH:14]=[CH:15][CH:16]=[CH:17][C:9]=3[N:8]([CH3:18])[CH2:7]2)C(=O)C2=CC=CC=C12.O.NN>C(O)C>[NH2:5][CH:6]1[C:12](=[O:13])[NH:11][C:10]2[CH:14]=[CH:15][CH:16]=[CH:17][C:9]=2[N:8]([CH3:18])[CH2:7]1 |f:1.2|. Procedure: A suspension of 1.93 g of 3-phthalimido-5-methyl-1,3,4,5-tetrahydro-1,5-benzodiazepin-2-one in 60 ml of absolute ethanol is treated with 0.31 ml of hydrazine hydrate and the reaction mixture is heated to reflux for 1.5 hr. After cooling at room temperature, the solid is removed by filtration and the filtrate is concentrated in vacuo. The residue is dissolved in chloroform and filtered and concentrated again to afford 3-amino-5-methyl-1,3,4,5-tetrahydro-1,5-benzodiazepin-2-one. Starting materials: COC(\C=C\C=1C=C2C(CC3(CN(CCC3)CC3=CC=CC=C3)OC2=CC1)=O)=O ((−)-(E)-3-[1′-Benzyl-4-oxo-spiro(chromane-2,3′-piperidine)-6-yl]-acrylic acid methyl ester), [OH-].[Na+] (NaOH). Reported procedure: (−)-(E)-3-[1′-Benzyl-4-oxo-spiro(chromane-2,3′-piperidine)-6-yl]-acrylic acid methyl ester (525 mg, 1.34 mmol) was hydrolyzed with 1 M NaOH following the experimental procedure described for Example 16 STEP B, to give (−)-(E)-3-[1′-benzyl-4-oxo-spiro(chromane-2,3′-piperidine)-6-yl]-acrylic acid (435 mg). Yield: 86.0%. Yields the product C(C1=CC=CC=C1)N1CC2(CCC1)OC1=CC=C(C=C1C(C2)=O)/C=C/C(=O)O ((−)-(E)-3-[1′-benzyl-4-oxo-spiro(chromane-2,3′-piperidine)-6-yl]-acrylic acid). As a reaction SMILES: C[O:2][C:3](=[O:29])/[CH:4]=[CH:5]/[C:6]1[CH:7]=[C:8]2[C:25](=[CH:26][CH:27]=1)[O:24][C:11]1([CH2:16][CH2:15][CH2:14][N:13]([CH2:17][C:18]3[CH:23]=[CH:22][CH:21]=[CH:20][CH:19]=3)[CH2:12]1)[CH2:10][C:9]2=[O:28].[OH-].[Na+]>>[CH2:17]([N:13]1[CH2:14][CH2:15][CH2:16][C:11]2([CH2:10][C:9](=[O:28])[C:8]3[C:25](=[CH:26][CH:27]=[C:6](/[CH:5]=[CH:4]/[C:3]([OH:29])=[O:2])[CH:7]=3)[O:24]2)[CH2:12]1)[C:18]1[CH:19]=[CH:20][CH:21]=[CH:22][CH:23]=1 |f:1.2|. Starting materials: N1CCC(=CC1)C(=O)OCC (Ethyl 1,2,3,6-tetrahydro-4-pyridinecarboxylate), C(=O)([O-])[O-].[K+].[K+] (K2CO3), [OH-].[Na+] (NaOH). The solvent is ClCCl (dichloromethane), CO (methanol), C[O-].[Na+] (sodium methoxide), CO (methanol). Conditions: time 2 day. The product is N1CCC(=CC1)C(=O)O (1,2,3,6-tetrahydropyridine-4-carboxylic acid). Reaction SMILES: [NH:1]1[CH2:6][CH:5]=[C:4]([C:7]([O:9]CC)=[O:8])[CH2:3][CH2:2]1.C([O-])([O-])=O.[K+].[K+].[OH-].[Na+]>ClCCl.CO.C[O-].[Na+]>[NH:1]1[CH2:2][CH:3]=[C:4]([C:7]([OH:9])=[O:8])[CH2:5][CH2:6]1 |f:1.2.3,4.5,8.9|. Procedure details: Ethyl 1,2,3,6-tetrahydro-4-pyridinecarboxylate (44.7 g, 234 mmol) in dichloromethane (200 mL) was treated with aqueous K2CO3 (saturated) and the phases were separated. The aqueous layer was dried under reduced pressure and the residue was triturated with dichloromethane (100×3 mL) and dissolved in methanol (100 mL). The solution was treated with a saturated solution of NaOH (10 g, 250 mmol) in methanol (250 mL) and sodium methoxide in methanol (0.5M, 200 mL, 100 mmol). After stirring at room tem... The product is Fc1ccc(CBr)c2ccoc12. RXN SMILES: [Br:12][N:13]1[C:14](=[O:15])[CH2:16][CH2:17][C:18]1=[O:19].[C:20]([O:21][O:22][C:23](=[O:24])[c:25]1[cH:26][cH:27][cH:28][cH:29][cH:30]1)(=[O:31])[c:32]1[cH:33][cH:34][cH:35][cH:36][cH:37]1.[C:38]([Cl:39])([Cl:40])([Cl:41])[Cl:42].[F:1][c:2]1[cH:3][cH:4][c:5]([CH3:11])[c:6]2[cH:7][cH:8][o:9][c:10]12>>[F:1][c:2]1[cH:3][cH:4][c:5]([CH2:11][Br:12])[c:6]2[cH:7][cH:8][o:9][c:10]12. Starting materials: O=C1CCC(=O)N1Br, O=C(OOC(=O)c1ccccc1)c1ccccc1, ClC(Cl)(Cl)Cl, Cc1ccc(F)c2occc12.